From a dataset of the Open Reaction Database (ORD), a public repository of structured organic reaction records. describe an organic reaction: reactants, conditions, products, and yield The solvent is O (water), CO (methanol). Yield: 772.0%. Reactants: [OH-].[Li+] (lithium hydroxide), C(C)OC(CSCC1CCC(CC1)(C1=C(C=CC(=C1)F)F)S(=O)(=O)C1=CC=C(C=C1)Cl)=O ([4-(4-Chloro-benzenesulfonyl)-4-(2,5-difluoro-phenyl)-cyclohexylmethylsulfanyl]-acetic acid ethyl ester), Cl (hydrochloric acid). Yields the product ClC1=CC=C(C=C1)S(=O)(=O)C1(CCC(CC1)CSCC(=O)O)C1=C(C=CC(=C1)F)F ([4-(4-Chloro-benzenesulfonyl)-4-(2,5-difluoro-phenyl)-cyclohexylmethylsulfanyl]-acetic acid). Reported procedure: The product from Example 69 (15 mg, 0.003 mmol) was dissolved in methanol (1 mL) and lithium hydroxide (1 mg, 0.015 mmol) added. The reaction was stirred at room temperature overnight, diluted with water, acidified with 2 M aqueous hydrochloric acid and extracted with ethyl acetate (x3). The organic extracts were washed with water and brine, dried (MgSO4) and evaporated. The residue was purified by flash chromatography on silica eluting with iso-hexane/ethyl acetate (1:1) to give a white solid (... Conditions: time 8 hour. RXN SMILES: C([O:3][C:4](=[O:32])[CH2:5][S:6][CH2:7][CH:8]1[CH2:13][CH2:12][C:11]([S:22]([C:25]2[CH:30]=[CH:29][C:28]([Cl:31])=[CH:27][CH:26]=2)(=[O:24])=[O:23])([C:14]2[CH:19]=[C:18]([F:20])[CH:17]=[CH:16][C:15]=2[F:21])[CH2:10][CH2:9]1)C.[OH-].[Li+].Cl>CO.O>[Cl:31][C:28]1[CH:29]=[CH:30][C:25]([S:22]([C:11]2([C:14]3[CH:19]=[C:18]([F:20])[CH:17]=[CH:16][C:15]=3[F:21])[CH2:10][CH2:9][CH:8]([CH2:7][S:6][CH2:5][C:4]([OH:32])=[O:3])[CH2:13][CH2:12]2)(=[O:24])=[O:23])=[CH:26][CH:27]=1 |f:1.2|.